The task is: describe an organic reaction: reactants, conditions, products, and yield. This data is from the Open Reaction Database (ORD), a public repository of structured organic reaction records. Product: COC(=O)C=Cc1cccn1-c1cccc(C(=O)N=C(N)N)c1. Reactants: O=C([O-])[O-], NC(N)=NC(=O)c1cccc(-n2cccc2C=CC(=O)O)c1, C[Si](C)(C)C=[N+]=[N-], CC(=O)O, CCCCCC, CO, CCOC(C)=O, [K+], [K+], C1CCOC1, O. As a reaction SMILES: [C:34](=[O:35])([O-:36])[O-:37].[C:8](=[O:9])([OH:10])[CH:11]=[CH:12][c:13]1[n:14](-[c:18]2[cH:19][c:20]([C:21](=[O:22])[N:23]=[C:24]([NH2:25])[NH2:26])[cH:27][cH:28][cH:29]2)[cH:15][cH:16][cH:17]1.[CH3:1][Si:2]([CH:3]=[N+:4]=[N-:5])([CH3:6])[CH3:7].[CH3:30][C:31](=[O:32])[OH:33].[CH3:40][CH2:41][CH2:42][CH2:43][CH2:44][CH3:45].[CH3:51][OH:52].[CH3:54][CH2:55][O:56][C:57](=[O:58])[CH3:59].[K+:38].[K+:39].[O:46]1[CH2:47][CH2:48][CH2:49][CH2:50]1.[OH2:53]>>[CH3:1][O:9][C:8](=[O:10])[CH:11]=[CH:12][c:13]1[n:14](-[c:18]2[cH:19][c:20]([C:21](=[O:22])[N:23]=[C:24]([NH2:25])[NH2:26])[cH:27][cH:28][cH:29]2)[cH:15][cH:16][cH:17]1. The reactants are C=Cc1cc(CNC(=O)OC(C)(C)C)cc(C)c1NS(C)(=O)=O, ClCCl, O=C(O)C(F)(F)F. The product is C=Cc1cc(CN)cc(C)c1NS(C)(=O)=O. RXN SMILES: [C:1]([O:2][C:3](=[O:4])[NH:7][CH2:8][c:9]1[cH:10][c:11]([CH3:22])[c:12]([NH:17][S:18](=[O:19])(=[O:20])[CH3:21])[c:13]([CH:15]=[CH2:16])[cH:14]1)([CH3:5])([CH3:6])[CH3:23].[Cl:31][CH2:32][Cl:33].[F:24][C:25]([F:26])([F:27])[C:28]([OH:29])=[O:30]>>[NH2:7][CH2:8][c:9]1[cH:10][c:11]([CH3:22])[c:12]([NH:17][S:18](=[O:19])(=[O:20])[CH3:21])[c:13]([CH:15]=[CH2:16])[cH:14]1. Reactants: ClC1=NC=CC(=N1)C1=C(N=C2N1C=CC=C2)C=2C=CC(=C(C(=O)NC1=C(C=CC=C1F)F)C2)OCC (5-[3-(2-Chloro-4-pyrimidinyl)imidazo[1,2-a]pyridin-2-yl]-N-(2,6-difluorophenyl)-2-(ethyloxy)benzamide), C(C(F)(F)F)O (trifluoroethanol), CC=1C(=CC(=C(N)C1)OC)N1CCN(CC1)CCOC (5-methyl-2-(methyloxy)-4-{4-[2-(methyloxy)ethyl]-1-piperazinyl}aniline), C1(=CC=C(C=C1)S(=O)(=O)O)C (p-toluenesulfonicacid), N (ammonia). The solvent is C(Cl)Cl (DCM), CO (MeOH). Reaction conditions: temperature 100 celsius. Product: FC1=C(C(=CC=C1)F)NC(C1=C(C=CC(=C1)C=1N=C2N(C=CC=C2)C1C1=NC(=NC=C1)NC1=C(C=C(C(=C1)C)N1CCN(CC1)CCOC)OC)OCC)=O (N-(2,6-difluorophenyl)-2-(ethyloxy)-5-(3-{2-[(5-methyl-2-(methyloxy)-4-{4-[2-(methyloxy)ethyl]-1-piperazinyl}phenyl)amino]-4-pyrimidinyl}imidazo[1,2-a]pyridin-2-yl)benzamide). The yield is 55.6%. RXN SMILES: Cl[C:2]1[N:7]=[C:6]([C:8]2[N:12]3[CH:13]=[CH:14][CH:15]=[CH:16][C:11]3=[N:10][C:9]=2[C:17]2[CH:18]=[CH:19][C:20]([O:34][CH2:35][CH3:36])=[C:21]([CH:33]=2)[C:22]([NH:24][C:25]2[C:30]([F:31])=[CH:29][CH:28]=[CH:27][C:26]=2[F:32])=[O:23])[CH:5]=[CH:4][N:3]=1.[CH3:37][C:38]1[C:39]([N:47]2[CH2:52][CH2:51][N:50]([CH2:53][CH2:54][O:55][CH3:56])[CH2:49][CH2:48]2)=[CH:40][C:41]([O:45][CH3:46])=[C:42]([CH:44]=1)[NH2:43].C1(C)C=CC(S(O)(=O)=O)=CC=1.C(O)C(F)(F)F.N>CO.C(Cl)Cl>[F:32][C:26]1[CH:27]=[CH:28][CH:29]=[C:30]([F:31])[C:25]=1[NH:24][C:22](=[O:23])[C:21]1[CH:33]=[C:17]([C:9]2[N:10]=[C:11]3[CH:16]=[CH:15][CH:14]=[CH:13][N:12]3[C:8]=2[C:6]2[CH:5]=[CH:4][N:3]=[C:2]([NH:43][C:42]3[CH:44]=[C:38]([CH3:37])[C:39]([N:47]4[CH2:48][CH2:49][N:50]([CH2:53][CH2:54][O:55][CH3:56])[CH2:51][CH2:52]4)=[CH:40][C:41]=3[O:45][CH3:46])[N:7]=2)[CH:18]=[CH:19][C:20]=1[O:34][CH2:35][CH3:36]. Procedure details: 5-[3-(2-Chloro-4-pyrimidinyl)imidazo[1,2-a]pyridin-2-yl]-N-(2,6-difluorophenyl)-2-(ethyloxy)benzamide (Intermediate Example 6) (200 mg, 0.4 mmol), 5-methyl-2-(methyloxy)-4-{4-[2-(methyloxy)ethyl]-1-piperazinyl}aniline (99 mg, 0.36 mmol) and p-toluenesulfonicacid (180 mg, 0.95 mmol) were weighed into a 20 mL vial. 2 mL of trifluoroethanol was added and the mixture was heated to 100° C. for 72 h. 2 mL of 2 N ammonia in MeOH was added. The solvent was rotovaped down. The residue was taken up in 3 m... Reactants: Cl (HCl), SC(CNC1=C(C=CC=C1)NCC(C)(C)SCC#C)(C)C (2-(2-mercapto-2-methylpropylamino)-1-[2-(2-propynylthio)-2-methylpropyl-amino]benzene), amine. Run in C(C)OCC (diethyl ether). Conditions: temperature 5 celsius. Yields the product Cl.SC(CNC1=C(C=CC=C1)NCC(C)(C)SCC#C)(C)C (2-(2-mercapto-2-methylpropylamino)-1-[2-(2-propynylthio)-2-methylpropylamino]benzene hydrochloride). Yield: 65.0%. As a reaction SMILES: [ClH:1].[SH:2][C:3]([CH3:22])([CH3:21])[CH2:4][NH:5][C:6]1[CH:11]=[CH:10][CH:9]=[CH:8][C:7]=1[NH:12][CH2:13][C:14]([S:17][CH2:18][C:19]#[CH:20])([CH3:16])[CH3:15]>C(OCC)C>[ClH:1].[SH:2][C:3]([CH3:22])([CH3:21])[CH2:4][NH:5][C:6]1[CH:11]=[CH:10][CH:9]=[CH:8][C:7]=1[NH:12][CH2:13][C:14]([S:17][CH2:18][C:19]#[CH:20])([CH3:15])[CH3:16] |f:3.4|. Procedure: The HCl salt of each 2-(2-mercapto-2-methylpropylamino)-1-[2-(2-propynylthio)-2-methylpropyl-amino]benzene fraction was made by separately dissolving the free amine in 100 ml diethyl ether and cooling the mixture in an ice-H2O bath to 5° C. Anhydrous HCl gas was bubbled through the solution for 3 minutes, which resulted in the precipitation of an amorphous beige solid. The HCl gas and diethyl ether were removed by placing the solution in a 40° C. water bath, and passing a nitrogen stream over th... The reactants are [BH4-], [Br-], CCOC(=O)C1SCCC1C#N, CCO, [Cl-], [Li+], [NH4+], [Na+]. Yields the product N#CC1CCSC1CO. Reaction SMILES: [BH4-:3].[Br-:2].[C:5](#[N:6])[CH:7]1[CH2:8][CH2:9][S:10][CH:11]1[C:12](=[O:13])[O:14][CH2:15][CH3:16].[CH3:19][CH2:20][OH:21].[Cl-:17].[Li+:1].[NH4+:18].[Na+:4]>>[C:5](#[N:6])[CH:7]1[CH2:8][CH2:9][S:10][CH:11]1[CH2:12][OH:13]. Starting materials: C(=C)[Mg]Br (vinylmagnesium bromide), CON(C(C(CC1OCCC1)C1=CC=C(C=C1)S(=O)(=O)C)=O)C (N-methoxy-N-methyl-2-[4-(methylsulfonyl)phenyl]-3-(tetrahydrofuran-2-yl)propanamide), Cl (hydrochloric acid). Solvent: O1CCCC1 (tetrahydrofuran). Run at time 3 hour. Yields the product CS(=O)(=O)C1=CC=C(C=C1)C(C(C=C)=O)CC1OCCC1 (4-[4-(methylsulfonyl)phenyl]-5-(tetrahydrofuran-2-yl)pent-1-en-3-one). Isolated yield 61.0%. As a reaction SMILES: CON(C)[C:4](=[O:22])[CH:5]([C:12]1[CH:17]=[CH:16][C:15]([S:18]([CH3:21])(=[O:20])=[O:19])=[CH:14][CH:13]=1)[CH2:6][CH:7]1[CH2:11][CH2:10][CH2:9][O:8]1.[CH:24]([Mg]Br)=[CH2:25].Cl>O1CCCC1>[CH3:21][S:18]([C:15]1[CH:14]=[CH:13][C:12]([CH:5]([CH2:6][CH:7]2[CH2:11][CH2:10][CH2:9][O:8]2)[C:4](=[O:22])[CH:24]=[CH2:25])=[CH:17][CH:16]=1)(=[O:19])=[O:20]. Procedure details: A solution of N-methoxy-N-methyl-2-[4-(methylsulfonyl)phenyl]-3-(tetrahydrofuran-2-yl)propanamide (1.68 g) in tetrahydrofuran (19.7 mL) was cooled to 0° C., and vinylmagnesium bromide (1.0M tetrahydrofuran solution, 19.7 mL) was added dropwise thereto. The reaction mixture was stirred at room temperature for 3 hr, and poured into 1M hydrochloric acid, and the mixture was stirred for 30 min. The reaction mixture was extracted with ethyl acetate, and the ethyl acetate layer was washed with saturat... The reactants are CCOC(=O)N=S(C)(=O)c1cccc(COc2cc3ncnc(NC(C)C)c3cc2OC)c1, CCO, CC[O-], CO, ClCCl, [Na+]. The product is COc1cc2c(NC(C)C)ncnc2cc1OCc1cccc(S(C)(=N)=O)c1. As a reaction SMILES: [CH2:1]([O:2][C:3](=[O:4])[N:6]=[S:7](=[O:8])([CH3:9])[c:10]1[cH:11][c:12]([CH2:16][O:17][c:18]2[c:19]([O:32][CH3:33])[cH:20][c:21]3[c:22]([NH:28][CH:29]([CH3:30])[CH3:31])[n:23][cH:24][n:25][c:26]3[cH:27]2)[cH:13][cH:14][cH:15]1)[CH3:5].[CH3:34][CH2:35][OH:36].[CH3:38][CH2:39][O-:40].[CH3:41][OH:42].[Cl:43][CH2:44][Cl:45].[Na+:37]>>[NH:6]=[S:7](=[O:8])([CH3:9])[c:10]1[cH:11][c:12]([CH2:16][O:17][c:18]2[c:19]([O:32][CH3:33])[cH:20][c:21]3[c:22]([NH:28][CH:29]([CH3:30])[CH3:31])[n:23][cH:24][n:25][c:26]3[cH:27]2)[cH:13][cH:14][cH:15]1. The reactants are Cc1cc(-c2ccc(C(F)(F)F)cc2)cc(Br)n1, CNCCNC, [Cu]I, [I-], [Na+], C1COCCO1. RXN SMILES: [Br:1][c:2]1[n:3][c:4]([CH3:18])[cH:5][c:6](-[c:8]2[cH:9][cH:10][c:11]([C:14]([F:15])([F:16])[F:17])[cH:12][cH:13]2)[cH:7]1.[CH3:21][NH:22][CH2:23][CH2:24][NH:25][CH3:26].[Cu:33][I:34].[I-:20].[Na+:19].[O:27]1[CH2:28][CH2:29][O:30][CH2:31][CH2:32]1>>[c:2]1([I:20])[n:3][c:4]([CH3:18])[cH:5][c:6](-[c:8]2[cH:9][cH:10][c:11]([C:14]([F:15])([F:16])[F:17])[cH:12][cH:13]2)[cH:7]1. Product: Cc1cc(-c2ccc(C(F)(F)F)cc2)cc(I)n1.